From a dataset of the Open Reaction Database (ORD), a public repository of structured organic reaction records. describe an organic reaction: reactants, conditions, products, and yield Reaction conditions: time 3 hour. Solvent: C1(=CC=CC=C1)C (toluene), C1(=CC=CC=C1)C (toluene), C(C)(=O)OCC (ethyl acetate). RXN SMILES: [CH2:1]([O:4][C:5]1[CH:10]=[CH:9][C:8]([C:11]([C:21]2[CH:26]=[CH:25][C:24]([O:27][CH2:28][CH:29]=[CH2:30])=[CH:23][CH:22]=2)([CH3:20])[CH2:12][CH2:13][C:14](OCC=C)=[O:15])=[CH:7][CH:6]=1)[CH:2]=[CH2:3].O1CCCC1.[H-].COCCO[Al+]OCCOC.[Na+].[H-].Cl>C1(C)C=CC=CC=1.C(OCC)(=O)C>[CH2:28]([O:27][C:24]1[CH:25]=[CH:26][C:21]([C:11]([C:8]2[CH:9]=[CH:10][C:5]([O:4][CH2:1][CH:2]=[CH2:3])=[CH:6][CH:7]=2)([CH3:20])[CH2:12][CH2:13][CH2:14][OH:15])=[CH:22][CH:23]=1)[CH:29]=[CH2:30] |f:2.3.4.5|. Starting materials: Cl (hydrochloric acid), C(C=C)OC1=CC=C(C=C1)C(CCC(=O)OCC=C)(C)C1=CC=C(C=C1)OCC=C (allyl 4,4-bis(4-allyloxyphenyl)pentanoate), O1CCCC1 (tetrahydrofuran), [H-].COCCO[Al+]OCCOC.[Na+].[H-] (sodium bis(2-methoxyethoxy)aluminumhydride). The product is C(C=C)OC1=CC=C(C=C1)C(CCCO)(C)C1=CC=C(C=C1)OCC=C (4,4-bis(4-allyloxyphenyl)pentanol). Yield: 97.7%. Reported procedure: A 5-L flask equipped with a stirrer, thermometer, and nitrogen purging line was charged with 655 g of allyl 4,4-bis(4-allyloxyphenyl)pentanoate and 1,310 g of tetrahydrofuran in a nitrogen atmosphere. Under ice cooling, 605 g of 70 wt % toluene solution of sodium bis(2-methoxyethoxy)aluminumhydride was added dropwise to the solution, followed by stirring at room temperature for 3 hours. Under ice cooling, 1,526 g of 10 wt % hydrochloric acid aqueous solution was added dropwise to quench the reac... The reactants are COC(CN1C(=C(C2=CC(=CC=C12)F)CC1=CSC=C1S(=O)(=O)C1=CC=C(C=C1)Cl)C)=O ({3-[4-(4-chlorobenzenesulfonyl)thiophen-3-ylmethyl]-5-fluoro-2-methylindol-1-yl}acetic acid methyl ester), [OH-].[Li+] (lithium hydroxide). Solvent: O1CCCC1 (tetrahydrofuran). Reaction conditions: time 1 hour. Product: ClC1=CC=C(C=C1)S(=O)(=O)C=1C(=CSC1)CC1=C(N(C2=CC=C(C=C12)F)CC(=O)O)C ({3-[4-(4-chlorobenzenesulfonyl)thiophen-3-ylmethyl]-5-fluoro-2-methylindol-1-yl}acetic acid). Yield: 88.2%. Reaction SMILES: C[O:2][C:3](=[O:32])[CH2:4][N:5]1[C:13]2[C:8](=[CH:9][C:10]([F:14])=[CH:11][CH:12]=2)[C:7]([CH2:15][C:16]2[C:20]([S:21]([C:24]3[CH:29]=[CH:28][C:27]([Cl:30])=[CH:26][CH:25]=3)(=[O:23])=[O:22])=[CH:19][S:18][CH:17]=2)=[C:6]1[CH3:31].[OH-].[Li+]>O1CCCC1>[Cl:30][C:27]1[CH:28]=[CH:29][C:24]([S:21]([C:20]2[C:16]([CH2:15][C:7]3[C:8]4[C:13](=[CH:12][CH:11]=[C:10]([F:14])[CH:9]=4)[N:5]([CH2:4][C:3]([OH:32])=[O:2])[C:6]=3[CH3:31])=[CH:17][S:18][CH:19]=2)(=[O:23])=[O:22])=[CH:25][CH:26]=1 |f:1.2|. Procedure: A mixture of {3-[4-(4-chlorobenzenesulfonyl)thiophen-3-ylmethyl]-5-fluoro-2-methylindol-1-yl}acetic acid methyl ester (0.35 g) and tetrahydrofuran (5.0 mL) was treated with 1.0 M aqueous lithium hydroxide solution (1.0 mL), and the resulting mixture was stirred at room temperature for 1 hour. The mixture was concentrated under reduced pressure, pH adjusted to 4 by the addition of 0.1 M aqueous hydrochloric acid solution and extracted with ethyl acetate. The combined organic extract was washed wi...